The task is: describe an organic reaction: reactants, conditions, products, and yield. This data is from the Open Reaction Database (ORD), a public repository of structured organic reaction records. The reactants are CC(C)(C)[O-], Clc1cncc(Cl)n1, [K+], C1CCOC1. Yields the product CC(C)(C)Oc1cncc(Cl)n1. As a reaction SMILES: [CH3:9][C:10]([CH3:11])([O-:12])[CH3:13].[Cl:1][c:2]1[n:3][c:4]([Cl:8])[cH:5][n:6][cH:7]1.[K+:14].[O:15]1[CH2:16][CH2:17][CH2:18][CH2:19]1>>[c:2]1([O:12][C:10]([CH3:9])([CH3:11])[CH3:13])[n:3][c:4]([Cl:8])[cH:5][n:6][cH:7]1.